Dataset: the Open Reaction Database (ORD), a public repository of structured organic reaction records. Task: describe an organic reaction: reactants, conditions, products, and yield The reactants are CN=C=O, FC(F)(F)c1ccccc1OC1CNC1, c1ccccc1. Yields the product CNC(=O)N1CC(Oc2ccccc2C(F)(F)F)C1. As a reaction SMILES: [CH3:16][N:17]=[C:18]=[O:19].[F:1][C:2]([c:3]1[c:4]([O:5][CH:6]2[CH2:7][NH:8][CH2:9]2)[cH:10][cH:11][cH:12][cH:13]1)([F:14])[F:15].[cH:20]1[cH:21][cH:22][cH:23][cH:24][cH:25]1>>[F:1][C:2]([c:3]1[c:4]([O:5][CH:6]2[CH2:7][N:8]([C:18]([NH:17][CH3:16])=[O:19])[CH2:9]2)[cH:10][cH:11][cH:12][cH:13]1)([F:14])[F:15].